This data is from the Open Reaction Database (ORD), a public repository of structured organic reaction records. The task is: describe an organic reaction: reactants, conditions, products, and yield Procedure: Addition of 50% sodium hydroxide (4.0 g., 0.05 mole) to a solution of 4-aminobenzamidine hydrochloride (0.5 mole) in 10 ml. of water affords 4-aminobenzamidine free base. Acetone (50 ml.) is added to the liberated free base and the mixture cooled to 5° C. 4-Nitrostyrylsulfonyl chloride is added to the mixture in a period of 5 min. while maintaining a temperature below 15° C. The mixture is stirred for 10 min., the reaction mixture concentrated under reduced pressure provides a residue which dilu... Starting materials: [OH-].[Na+] (sodium hydroxide), Cl.NC1=CC=C(C(=N)N)C=C1 (4-aminobenzamidine hydrochloride). Product: NC1=CC=C(C(=N)N)C=C1 (4-aminobenzamidine). The solvent is O (water). RXN SMILES: [OH-].[Na+].Cl.[NH2:4][C:5]1[CH:13]=[CH:12][C:8]([C:9]([NH2:11])=[NH:10])=[CH:7][CH:6]=1>O>[NH2:4][C:5]1[CH:13]=[CH:12][C:8]([C:9]([NH2:11])=[NH:10])=[CH:7][CH:6]=1 |f:0.1,2.3|. The reactants are Cl, Cl, Cl, O=C(O)CC(O)C(F)(F)F, NC1CCC(CCN2CCN(c3nccc4c3OCC4)CC2)CC1. The product is O=C(CC(O)C(F)(F)F)NC1CCC(CCN2CCN(c3nccc4c3OCC4)CC2)CC1. As a reaction SMILES: [ClH:1].[ClH:2].[ClH:3].[F:28][C:29]([CH:30]([CH2:31][C:32](=[O:33])[OH:34])[OH:35])([F:36])[F:37].[O:4]1[CH2:5][CH2:6][c:7]2[c:8]1[c:9]([N:13]1[CH2:14][CH2:15][N:16]([CH2:19][CH2:20][CH:21]3[CH2:22][CH2:23][CH:24]([NH2:27])[CH2:25][CH2:26]3)[CH2:17][CH2:18]1)[n:10][cH:11][cH:12]2>>[O:4]1[CH2:5][CH2:6][c:7]2[c:8]1[c:9]([N:13]1[CH2:14][CH2:15][N:16]([CH2:19][CH2:20][CH:21]3[CH2:22][CH2:23][CH:24]([NH:27][C:32]([CH2:31][CH:30]([C:29]([F:28])([F:36])[F:37])[OH:35])=[O:33])[CH2:25][CH2:26]3)[CH2:17][CH2:18]1)[n:10][cH:11][cH:12]2. The reactants are Cc1c(-c2cccc3c(=O)c(-c4ccc(C5(NC(=O)OC(C)(C)C)CCC5)cc4)c(-c4ccccc4)oc23)cnn1C, CO, Cl, O=C(O)C(F)(F)F, NC1(c2ccc(-c3c(-c4ccccc4)oc4ccc(F)cc4c3=O)cc2)CCC1, O. Product: Cl, Cc1c(-c2cccc3c(=O)c(-c4ccc(C5(N)CCC5)cc4)c(-c4ccccc4)oc23)cnn1C. RXN SMILES: [C:30]([O:31][C:32](=[O:33])[NH:36][C:37]1([c:41]2[cH:42][cH:43][c:44](-[c:47]3[c:48](-[c:65]4[cH:66][cH:67][cH:68][cH:69][cH:70]4)[o:49][c:50]4[c:51](-[c:58]5[cH:59][n:60][n:61]([CH3:64])[c:62]5[CH3:63])[cH:52][cH:53][cH:54][c:55]4[c:56]3=[O:57])[cH:45][cH:46]2)[CH2:38][CH2:39][CH2:40]1)([CH3:34])([CH3:35])[CH3:71].[CH3:80][OH:81].[ClH:79].[F:72][C:73]([F:74])([F:75])[C:76]([OH:77])=[O:78].[NH2:1][C:2]1([c:3]2[cH:4][cH:5][c:6](-[c:7]3[c:8](=[O:9])[c:10]4[c:11]([cH:12][cH:13][c:14]([F:15])[cH:16]4)[o:17][c:18]3-[c:19]3[cH:20][cH:21][cH:22][cH:23][cH:24]3)[cH:25][cH:26]2)[CH2:27][CH2:28][CH2:29]1.[OH2:82]>>[ClH:79].[NH2:36][C:37]1([c:41]2[cH:42][cH:43][c:44](-[c:47]3[c:48](-[c:65]4[cH:66][cH:67][cH:68][cH:69][cH:70]4)[o:49][c:50]4[c:51](-[c:58]5[cH:59][n:60][n:61]([CH3:64])[c:62]5[CH3:63])[cH:52][cH:53][cH:54][c:55]4[c:56]3=[O:57])[cH:45][cH:46]2)[CH2:38][CH2:39][CH2:40]1.